The task is: describe an organic reaction: reactants, conditions, products, and yield. This data is from the Open Reaction Database (ORD), a public repository of structured organic reaction records. Reactants: CCOC(=O)c1cc(C(C)(C)C)nn1CC(=O)O, ClCCCl, C1COCCN1, Cl, CN(C)C=O, O, On1nnc2ccccc21. The product is CCOC(=O)c1cc(C(C)(C)C)nn1CC(=O)N1CCOCC1. RXN SMILES: [C:1]([CH3:2])([CH3:3])([CH3:4])[c:5]1[n:6][n:7]([CH2:15][C:16](=[O:17])[OH:18])[c:8]([C:10](=[O:11])[O:12][CH2:13][CH3:14])[cH:9]1.[CH2:19]([Cl:20])[CH2:21][Cl:22].[CH2:33]1[CH2:34][O:35][CH2:36][CH2:37][NH:38]1.[ClH:39].[O:40]=[CH:41][N:42]([CH3:43])[CH3:44].[OH2:45].[OH:23][n:24]1[c:25]2[c:26]([cH:27][cH:28][cH:29][cH:30]2)[n:31][n:32]1>>[C:1]([CH3:2])([CH3:3])([CH3:4])[c:5]1[n:6][n:7]([CH2:15][C:16](=[O:18])[N:38]2[CH2:33][CH2:34][O:35][CH2:36][CH2:37]2)[c:8]([C:10](=[O:11])[O:12][CH2:13][CH3:14])[cH:9]1.